Dataset: the Open Reaction Database (ORD), a public repository of structured organic reaction records. Task: describe an organic reaction: reactants, conditions, products, and yield Starting materials: CCOC(=O)c1noc(C(Cc2ccc3ccccc3c2)N(C)C(=O)C(Cc2ccc3ccccc3c2)NC(=O)C2CCN(C(=O)OC(C)(C)C)CC2)n1, [Li+], C1COCCO1, [OH-], O. Product: CN(C(=O)C(Cc1ccc2ccccc2c1)NC(=O)C1CCN(C(=O)OC(C)(C)C)CC1)C(Cc1ccc2ccccc2c1)c1nc(C(=O)O)no1. Reaction SMILES: [C:1]([CH3:2])([CH3:3])([CH3:4])[O:5][C:6](=[O:7])[N:8]1[CH2:9][CH2:10][CH:11]([C:14]([NH:15][CH:16]([CH2:17][c:18]2[cH:19][c:20]3[cH:21][cH:22][cH:23][cH:24][c:25]3[cH:26][cH:27]2)[C:28]([N:29]([CH3:30])[CH:31]([CH2:32][c:33]2[cH:34][c:35]3[cH:36][cH:37][cH:38][cH:39][c:40]3[cH:41][cH:42]2)[c:43]2[n:44][c:45]([C:48](=[O:49])[O:50][CH2:51][CH3:52])[n:46][o:47]2)=[O:53])=[O:54])[CH2:12][CH2:13]1.[Li+:55].[O:57]1[CH2:58][CH2:59][O:60][CH2:61][CH2:62]1.[OH-:56].[OH2:63]>>[C:1]([CH3:2])([CH3:3])([CH3:4])[O:5][C:6](=[O:7])[N:8]1[CH2:9][CH2:10][CH:11]([C:14]([NH:15][CH:16]([CH2:17][c:18]2[cH:19][c:20]3[cH:21][cH:22][cH:23][cH:24][c:25]3[cH:26][cH:27]2)[C:28]([N:29]([CH3:30])[CH:31]([CH2:32][c:33]2[cH:34][c:35]3[cH:36][cH:37][cH:38][cH:39][c:40]3[cH:41][cH:42]2)[c:43]2[n:44][c:45]([C:48](=[O:49])[OH:50])[n:46][o:47]2)=[O:53])=[O:54])[CH2:12][CH2:13]1. The reactants are N(=O)[O-].[Na+] (sodium nitrite), NC=1C(=NC=CC1C)O (3-amino-2-hydroxy-methylpyridine), Cl (hydrochloric acid), diazonium salt, cuprous chloride, Cl (hydrochloric acid). The solvent is O (water), S (hydrogen sulphide), O (water), O (water). Product: ClC=1C(=NC=CC1C)O (3-chloro-2-hydroxy-methyl-pyridine). RXN SMILES: N([O-])=O.[Na+].N[C:6]1[C:7]([OH:13])=[N:8][CH:9]=[CH:10][C:11]=1[CH3:12].[ClH:14]>O.S>[Cl:14][C:6]1[C:7]([OH:13])=[N:8][CH:9]=[CH:10][C:11]=1[CH3:12] |f:0.1|. Reported procedure: A solution sodium nitrite (2.38 g) in water (10 ml) was added dropwise to a stirred mixture of 3-amino-2-hydroxy-methylpyridine (4.8 g) in aqueous hydrochloric acid (48% 10 ml) and water (5 ml) at 0°-5° C. This solution of the diazonium salt was added to a hot solution of cuprous chloride (2.5 g) in conc. hydrochloric acid and following cessation of nitrogen evolution the mixture was heated on the steam bath for 0.5 hours, diluted with water and saturated with hydrogen sulphide. Filtration, conc... The reactants are CN(C=C(C#N)C1=CC(=NC(=C1)C)C)C (3-dimethylamino-2-(2,6-dimethyl-pyridin-4-yl)-acrylonitrile), O.NN (hydrazine monohydrate). Run in C(C)O (ethanol). Yields the product CC1=NC(=CC(=C1)C1=C(NN=C1)N)C (4-(2,6-dimethyl-pyridin-4-yl)-2H-pyrazol-3-ylamine). The yield is 39.0%. As a reaction SMILES: C[N:2](C)[CH:3]=[C:4]([C:7]1[CH:12]=[C:11]([CH3:13])[N:10]=[C:9]([CH3:14])[CH:8]=1)[C:5]#[N:6].O.[NH2:17]N>C(O)C>[CH3:13][C:11]1[CH:12]=[C:7]([C:4]2[CH:5]=[N:6][NH:2][C:3]=2[NH2:17])[CH:8]=[C:9]([CH3:14])[N:10]=1 |f:1.2|. Procedure: To stirred solution of 3-dimethylamino-2-(2,6-dimethyl-pyridin-4-yl)-acrylonitrile (2.2 g, 10.9 mmol) in ethanol (22 ml) was added at room temperature hydrazine monohydrate (1.17 ml, 24.1 mmol), the reaction mixture was heated under reflux conditions for 23 h and evaporated. Purification by column chromatography on silica gel (dichloromethane/methanol/NH4OH 80:10:1) and crystallization from diethyl ether yielded 4-(2,6-dimethyl-pyridin-4-yl)-2H-pyrazol-3-ylamine (0.8 g, 39%) as a light brown sol... Run at temperature 5 celsius. Solvent: C(C)(=O)O (acetic acid), C(C)(=O)OC(C)=O (acetic anhydride). The product is COC=1C=CC(=C(N)C1)[N+](=O)[O-] (5-methoxy-2-nitroaniline). Reported procedure: A solution of 3-methoxyaniline (2.21 g) in acetic acid (3 ml) and acetic anhydride (10 ml) was stirred at room temperature for 1 hour. The solution was cooled to 5° C. and 60% nitric acid (1 ml) was added dropwise with stirring. When the cooling bath was removed, whereupon the solution temperature rose to 60° C. The solution was allowed to cool down to room temperature, poured into ice-water (100 ml) and neutralized with sodium hydroxide. The separated crystals were collected by suction and wash... Starting materials: COC=1C=C(N)C=CC1 (3-methoxyaniline), [N+](=O)(O)[O-] (nitric acid). Reaction SMILES: [CH3:1][O:2][C:3]1[CH:4]=[C:5]([CH:7]=[CH:8][CH:9]=1)[NH2:6].[N+:10]([O-])([OH:12])=[O:11]>C(O)(=O)C.C(OC(=O)C)(=O)C>[CH3:1][O:2][C:3]1[CH:9]=[CH:8][C:7]([N+:10]([O-:12])=[O:11])=[C:5]([CH:4]=1)[NH2:6]. The reactants are BrCCCCCCCCCCC(=O)O (11-bromoundecanoic acid), B (borane), ice water. The solvent is O1CCCC1 (tetrahydrofuran), O1CCCC1 (tetrahydrofuran). Conditions: time 18 hour. Yields the product BrCCCCCCCCCCCO (11-bromoundecanol). RXN SMILES: [Br:1][CH2:2][CH2:3][CH2:4][CH2:5][CH2:6][CH2:7][CH2:8][CH2:9][CH2:10][CH2:11][C:12](O)=[O:13].B>O1CCCC1>[Br:1][CH2:2][CH2:3][CH2:4][CH2:5][CH2:6][CH2:7][CH2:8][CH2:9][CH2:10][CH2:11][CH2:12][OH:13]. Procedure: A solution of 5 g. of 11-bromoundecanoic acid and 20 ml. of tetrahydrofuran is stirred at 0° C. while 16 ml. of 1 M borane in tetrahydrofuran is added during 15 minutes. The mixture is stirred 18 hours at ambient temperature, poured into ice-water, and extracted with ether. The dried extract is evaporated and the residual oil crystallized from hexane to yield 11-bromoundecanol as a white solid. Reactants: FC(C=1C=C(C=C(C1)C(F)(F)F)[C@@H]1[C@@H](N(C(O1)=O)CC1=NC(=NC=C1C=1C=C(C=NC1OC)C1=C(C=C(C(=O)O)C=C1)C)N1CC(C1)F)C)(F)F (4-{5-[4-({(4S,5R)-5-[3,5-Bis(trifluoromethyl)phenyl]-4-methyl-2-oxo-1,3-oxazolidin-3-yl}methyl)-2-(3-fluoroazetidin-1-yl)pyrimidin-5-yl]-6-methoxypyridin-3-yl}-3-methylbenzoic acid), C=1C=CC2=C(C1)N=NN2O (HOBt), CCN(C(C)C)C(C)C (DIEA), O.NC1=NN=NN1 (5-aminotetrazole monohydrate). The solvent is CN(C)C=O (DMF), C(CCl)Cl (EDC). Conditions: temperature 40 celsius, time 8 hour. Product: FC(C=1C=C(C=C(C1)C(F)(F)F)[C@@H]1[C@@H](N(C(O1)=O)CC1=NC(=NC=C1C=1C=C(C=NC1OC)C1=C(C=C(C(=O)NC2=NN=NN2)C=C1)C)N1CC(C1)F)C)(F)F (4-{5-[4-({(4S,5R)-5-[3,5-Bis(trifluoromethyl)phenyl]-4-methyl-2-oxo-1,3-oxazolidin-3-yl}methyl)-2-(3-fluoroazetidin-1-yl)pyrimidin-5-yl]-6-methoxypyridin-3-yl}-3-methyl-N-(1H-tetrazol-5-yl)benzamide). Yield: 66.3%. RXN SMILES: [F:1][C:2]([F:51])([F:50])[C:3]1[CH:4]=[C:5]([C@H:13]2[O:17][C:16](=[O:18])[N:15]([CH2:19][C:20]3[C:25]([C:26]4[CH:27]=[C:28]([C:34]5[CH:42]=[CH:41][C:37]([C:38](O)=[O:39])=[CH:36][C:35]=5[CH3:43])[CH:29]=[N:30][C:31]=4[O:32][CH3:33])=[CH:24][N:23]=[C:22]([N:44]4[CH2:47][CH:46]([F:48])[CH2:45]4)[N:21]=3)[C@H:14]2[CH3:49])[CH:6]=[C:7]([C:9]([F:12])([F:11])[F:10])[CH:8]=1.C1C=CC2N(O)N=NC=2C=1.CCN(C(C)C)C(C)C.O.[NH2:72][C:73]1[NH:77][N:76]=[N:75][N:74]=1>CN(C=O)C.C(Cl)CCl>[F:1][C:2]([F:50])([F:51])[C:3]1[CH:4]=[C:5]([C@H:13]2[O:17][C:16](=[O:18])[N:15]([CH2:19][C:20]3[C:25]([C:26]4[CH:27]=[C:28]([C:34]5[CH:42]=[CH:41][C:37]([C:38]([NH:72][C:73]6[NH:77][N:76]=[N:75][N:74]=6)=[O:39])=[CH:36][C:35]=5[CH3:43])[CH:29]=[N:30][C:31]=4[O:32][CH3:33])=[CH:24][N:23]=[C:22]([N:44]4[CH2:45][CH:46]([F:48])[CH2:47]4)[N:21]=3)[C@H:14]2[CH3:49])[CH:6]=[C:7]([C:9]([F:12])([F:10])[F:11])[CH:8]=1 |f:3.4|. Procedure details: To a solution of 4-{5-[4-({(4S,5R)-5-[3,5-bis(trifluoromethyl)phenyl]-4-methyl-2-oxo-1,3-oxazolidin-3-yl}methyl)-2-(3-fluoroazetidin-1-yl)pyrimidin-5-yl]-6-methoxypyridin-3-yl}-3-methylbenzoic acid (EXAMPLE 36, 167 mg, 0.232 m mol), EDC (90 mg, 0.464 m mol), HOBt (60 mg, 0.437 m mol), and DIEA (81 μl, 0.464 m mol) in DMF (2 mL) was added 5-aminotetrazole monohydrate (120 mg, 1.16 mmol). After stirring at 40° C. for 8 hours, the reaction mixture was directly applied to reverse phase HPLC, eluting...